Dataset: the Open Reaction Database (ORD), a public repository of structured organic reaction records. Task: describe an organic reaction: reactants, conditions, products, and yield Reactants: FC(S(=O)(=O)OC1=CC(=C(C=C1)N1N=C(C(C(=C1)OC)=O)C1=CC=NN1C1=CC=CC=C1)F)(F)F (3-fluoro-4-[5-methoxy-4-oxo-3-(1-phenyl-1H-pyrazol-5-yl)pyridazin-1(4H)-yl]phenyl trifluoromethanesulfonate), CN1N=CC(=C1)B1OC(C)(C)C(C)(C)O1 (1-methyl-1H-pyrazole-4-boronic acid pinacol ester), C(=O)([O-])[O-].[Na+].[Na+] (Na2CO3), COCCOC (DME). Reagents/catalysts: C=1C=CC(=CC1)[P](C=2C=CC=CC2)(C=3C=CC=CC3)[Pd]([P](C=4C=CC=CC4)(C=5C=CC=CC5)C=6C=CC=CC6)([P](C=7C=CC=CC7)(C=8C=CC=CC8)C=9C=CC=CC9)[P](C=1C=CC=CC1)(C=1C=CC=CC1)C=1C=CC=CC1 (Pd(PPh3)4). The solvent is O (H2O), O (water). Product: FC1=C(C=CC(=C1)C=1C=NN(C1)C)N1N=C(C(C(=C1)OC)=O)C1=CC=NN1C1=CC=CC=C1 (1-[2-Fluoro-4-(1-methyl-1H-pyrazol-4-yl)phenyl]-5-methoxy-3-(1-phenyl-1H-pyrazol-5-yl)pyridazin-4(1H)-one). Isolated yield 81.4%. Reaction SMILES: FC(F)(F)S(O[C:7]1[CH:12]=[CH:11][C:10]([N:13]2[CH:18]=[C:17]([O:19][CH3:20])[C:16](=[O:21])[C:15]([C:22]3[N:26]([C:27]4[CH:32]=[CH:31][CH:30]=[CH:29][CH:28]=4)[N:25]=[CH:24][CH:23]=3)=[N:14]2)=[C:9]([F:33])[CH:8]=1)(=O)=O.[CH3:36][N:37]1[CH:41]=[C:40](B2OC(C)(C)C(C)(C)O2)[CH:39]=[N:38]1.C([O-])([O-])=O.[Na+].[Na+].COCCOC>C1C=CC([P]([Pd]([P](C2C=CC=CC=2)(C2C=CC=CC=2)C2C=CC=CC=2)([P](C2C=CC=CC=2)(C2C=CC=CC=2)C2C=CC=CC=2)[P](C2C=CC=CC=2)(C2C=CC=CC=2)C2C=CC=CC=2)(C2C=CC=CC=2)C2C=CC=CC=2)=CC=1.O>[F:33][C:9]1[CH:8]=[C:7]([C:40]2[CH:39]=[N:38][N:37]([CH3:36])[CH:41]=2)[CH:12]=[CH:11][C:10]=1[N:13]1[CH:18]=[C:17]([O:19][CH3:20])[C:16](=[O:21])[C:15]([C:22]2[N:26]([C:27]3[CH:32]=[CH:31][CH:30]=[CH:29][CH:28]=3)[N:25]=[CH:24][CH:23]=2)=[N:14]1 |f:2.3.4,^1:66,68,87,106|. Reported procedure: A mixture of 3-fluoro-4-[5-methoxy-4-oxo-3-(1-phenyl-1H-pyrazol-5-yl)pyridazin-1(4H)-yl]phenyl trifluoromethanesulfonate (230 mg, 0.45 mmol), 1-methyl-1H-pyrazole-4-boronic acid pinacol ester (104 mg, 0.50 mmol), Pd(PPh3)4 (29 mg, 0.025 mmol), Na2CO3 (106 mg, 1.0 mmol), DME (4 mL), and H2O (1 mL) was refluxed overnight under Ar atmosphere. After cooling to room temperature, the reaction mixture was poured into water and extracted with AcOEt. The extract was washed with brine, dried over MgSO4, a... Reactants: C1(=CC=CC=C1)P(C1=CC=CC=C1)(C1=CC=CC=C1)=CC#N (triphenylphosphoranylidene acetonitrile), C=1C=CC(=C(C1)C=O)C=O (ortho phthalaldehyde). Solvent: ClCCl (dichloromethane), ClCCl (dichloromethane). Reaction conditions: time 1 hour. Product: ( E )-isomer, C(=O)C1=C(C=CC=C1)C=CC#N (3-(2-Formylphenyl)-2-propene nitrile). Yield: 14.2%. Reaction SMILES: C1(P(=[CH:20][C:21]#[N:22])(C2C=CC=CC=2)C2C=CC=CC=2)C=CC=CC=1.[CH:23]1[CH:24]=[CH:25][C:26]([CH:31]=O)=[C:27]([CH:29]=[O:30])[CH:28]=1>ClCCl>[CH:29]([C:27]1[CH:28]=[CH:23][CH:24]=[CH:25][C:26]=1[CH:31]=[CH:20][C:21]#[N:22])=[O:30]. Procedure: A solution of triphenylphosphoranylidene acetonitrile (13 g) in dry dichloromethane (20 ml) was added to a solution of ortho phthalaldehyde (5.4 g) in dry dichloromethane (20 ml), at 0°. The solution was stirred at room temperature for 1 h, then the solvent evaporated and the oil taken up with diethyl ether. The solid was filtered, washed with ether and the solution evaporated to dryness to give a yellow oil, which was eluted on a silica gel column (gradient petrol ether/diethyl ether, 1:1) to g... The reactants are NC1=C(C(=O)OC(C)(C)C)C=CC(=C1)OC1=CC=CC=C1 (tert-butyl 2-amino-4-phenoxybenzoate), N-dimethylformamide, C(C(=O)Cl)(=O)Cl (oxalyl chloride), C1(=CC(=CC=C1)C(=O)O)C1=CC=CC=C1 (3-biphenylcarboxylic acid), Cl (hydrochloric acid). Solvent: C(C)N(CC)CC (triethylamine), C(Cl)Cl (methylene chloride), C(C)(=O)OCC (Ethyl acetate). Conditions: time 20 minute. The product is C1(=CC(=CC=C1)C(=O)NC1=C(C(=O)OC(C)(C)C)C=CC(=C1)OC1=CC=CC=C1)C1=CC=CC=C1 (tert-butyl 2-(biphenyl-3-carboxamido)-4-phenoxybenzoate). Isolated yield 6.6%. RXN SMILES: C(Cl)(=O)C(Cl)=O.[C:7]1([C:16]2[CH:21]=[CH:20][CH:19]=[CH:18][CH:17]=2)[CH:12]=[CH:11][CH:10]=[C:9]([C:13]([OH:15])=O)[CH:8]=1.[NH2:22][C:23]1[CH:35]=[C:34]([O:36][C:37]2[CH:42]=[CH:41][CH:40]=[CH:39][CH:38]=2)[CH:33]=[CH:32][C:24]=1[C:25]([O:27][C:28]([CH3:31])([CH3:30])[CH3:29])=[O:26].Cl>C(OCC)(=O)C.C(N(CC)CC)C.C(Cl)Cl>[C:7]1([C:16]2[CH:21]=[CH:20][CH:19]=[CH:18][CH:17]=2)[CH:12]=[CH:11][CH:10]=[C:9]([C:13]([NH:22][C:23]2[CH:35]=[C:34]([O:36][C:37]3[CH:42]=[CH:41][CH:40]=[CH:39][CH:38]=3)[CH:33]=[CH:32][C:24]=2[C:25]([O:27][C:28]([CH3:29])([CH3:30])[CH3:31])=[O:26])=[O:15])[CH:8]=1. Procedure: 4.0 mL of methylene chloride, 0.015 mL of N-dimethylformamide and 0.050 mL of oxalyl chloride were added to 99 mg of 3-biphenylcarboxylic acid at room temperature sequentially and stirred at the same temperature for 20 minutes. 0.16 mL of triethylamine and 0.13 g of tert-butyl 2-amino-4-phenoxybenzoate were added to the reaction mixture at room temperature sequentially and stirred at the same temperature for 10 minutes. Ethyl acetate and 1.0 mol/L hydrochloric acid were added to the reaction mix... The reagents and catalysts are [OH-].[OH-].[Pd+2] (Pd(OH)2), [OH-].[OH-].[Pd+2] (Pd(OH)2). Reactants: C(C1=CC=CC=C1)N(C1=C(C=C(C=C1)C1=NC(=C2C=CC=NC2=C1)N1CCOCC1)C(F)(F)F)CC1=CC=CC=C1 (dibenzyl-[4-(5-morpholin-4-yl-[1,6]naphthyridin-7-yl)-2-trifluoromethyl-phenyl]-amine), C(C1=CC=CC=C1)N(C1=C(C=C(C=C1)C1=NC(=C2C=CC=NC2=C1)N1CCOCC1)C(F)(F)F)CC1=CC=CC=C1 (Dibenzyl-[4-(5-morpholin-4-yl-[1,6]naphthyridin-7-yl)-2-trifluoromethyl-phenyl]-amine), C1=CCC=CC1 (1,4-cyclohexanediene), ( g ), C1=CCC=CC1 (1,4-cyclohexanediene). The yield is 51.0%. Procedure: To a solution of dibenzyl-[4-(5-morpholin-4-yl-[1,6]naphthyridin-7-yl)-2-trifluoromethyl-phenyl]-amine, 4 (29.1 mg, 0.06 mmol, 1 eq) in dry EtOH (3 mL) was added Pd(OH)2 (15 mg, 50% w/w) and 1,4-cyclohexanediene (110 μL, 1.15 mmol, 20 eq) under Ar(g). The mixture was heated at 80° C. overnight. More Pd(OH)2 (15 mg, 50% w/w) and 1,4-cyclohexanediene (110 mL, 1.15 mmol, 20 eq) were added and the mixture was again heated at 80° C. overnight. Once cooled down, the reaction mixture was filtered throu... Conditions: temperature 80 celsius. The product is N1(CCOCC1)C1=C2C=CC=NC2=CC(=N1)C1=CC(=C(C=C1)N)C(F)(F)F (4-(5-Morpholin-4-yl-[1,6]naphthyridin-7-yl)-2-trifluoromethyl-phenylamine). As a reaction SMILES: C([N:8](CC1C=CC=CC=1)[C:9]1[CH:14]=[CH:13][C:12]([C:15]2[CH:24]=[C:23]3[C:18]([CH:19]=[CH:20][CH:21]=[N:22]3)=[C:17]([N:25]3[CH2:30][CH2:29][O:28][CH2:27][CH2:26]3)[N:16]=2)=[CH:11][C:10]=1[C:31]([F:34])([F:33])[F:32])C1C=CC=CC=1.C1CC=CCC=1>CCO.[OH-].[OH-].[Pd+2]>[N:25]1([C:17]2[N:16]=[C:15]([C:12]3[CH:13]=[CH:14][C:9]([NH2:8])=[C:10]([C:31]([F:33])([F:32])[F:34])[CH:11]=3)[CH:24]=[C:23]3[C:18]=2[CH:19]=[CH:20][CH:21]=[N:22]3)[CH2:30][CH2:29][O:28][CH2:27][CH2:26]1 |f:3.4.5|. The solvent is CCO (EtOH). Reactants: NC1=C(C=CC(=C1)SCC)NC(=S)NC(=O)OC (2-amino-4-ethylthio-1-(3-methoxycarbonyl-2-thioureido)benzene), Cl.CN(CC(=O)Cl)C (N,N-dimethylglycyl chloride hydrochloride). The solvent is C(C)OCC (diethyl ether), CN(C=O)C (dimethylformamide). Reaction conditions: time 20 minute. Yields the product C(C)SC1=CC(=C(C=C1)NC(=S)NC(=O)OC)NC(CN(C)C)=O (4-ethylthio-1-(3-methoxycarbonyl-2-thioureido)-2-(2-dimethylaminoacetamido)benzene). The yield is 78.4%. RXN SMILES: [NH2:1][C:2]1[CH:7]=[C:6]([S:8][CH2:9][CH3:10])[CH:5]=[CH:4][C:3]=1[NH:11][C:12]([NH:14][C:15]([O:17][CH3:18])=[O:16])=[S:13].Cl.[CH3:20][N:21]([CH3:26])[CH2:22][C:23](Cl)=[O:24]>CN(C)C=O.C(OCC)C>[CH2:9]([S:8][C:6]1[CH:5]=[CH:4][C:3]([NH:11][C:12]([NH:14][C:15]([O:17][CH3:18])=[O:16])=[S:13])=[C:2]([NH:1][C:23](=[O:24])[CH2:22][N:21]([CH3:26])[CH3:20])[CH:7]=1)[CH3:10] |f:1.2|. Procedure: A stirred solution of 2-amino-4-ethylthio-1-(3-methoxycarbonyl-2-thioureido)benzene (8.35 g.) in dry dimethylformamide (60 ml.) was treated at room temperature with N,N-dimethylglycyl chloride hydrochloride (5.53 g.). The mixture was heated to 40°-50° C. for 45 minutes, then cooled, and diluted with diethyl ether (900 ml.). An oil precipitated which crystallised on standing. This solid was filtered off, washed with diethyl ether (100 ml.), and suspended in a mixture of chloroform (100 ml.) and w...